This data is from the Open Reaction Database (ORD), a public repository of structured organic reaction records. The task is: describe an organic reaction: reactants, conditions, products, and yield The reactants are C(C(C)C)C1=CC=C(C=C1)C(CCCCC)O (1-(4-isobutylphenyl)hexan-1-ol), C(Br)(Br)(Br)Br (carbon tetrabromide), C1(=CC=CC=C1)P(C1=CC=CC=C1)C1=CC=CC=C1 (triphenylphosphine). The solvent is O1CCCC1 (tetrahydrofuran). Run at time 6 hour. The product is BrC(CCCCC)C1=CC=C(C=C1)CC(C)C (1-(1-bromohexyl)-4-isobutylbenzene). The yield is 30.3%. As a reaction SMILES: [CH2:1]([C:5]1[CH:10]=[CH:9][C:8]([CH:11](O)[CH2:12][CH2:13][CH2:14][CH2:15][CH3:16])=[CH:7][CH:6]=1)[CH:2]([CH3:4])[CH3:3].C(Br)(Br)(Br)[Br:19].C1(P(C2C=CC=CC=2)C2C=CC=CC=2)C=CC=CC=1>O1CCCC1>[Br:19][CH:11]([C:8]1[CH:9]=[CH:10][C:5]([CH2:1][CH:2]([CH3:4])[CH3:3])=[CH:6][CH:7]=1)[CH2:12][CH2:13][CH2:14][CH2:15][CH3:16]. Procedure details: To a solution of 1-(4-isobutylphenyl)hexan-1-ol (9.15 g) and carbon tetrabromide (25.9 g) in tetrahydrofuran (250 ml) was added triphenylphosphine (20.5 g). The mixture was stirred at room temperature for 6 hours. After the white solid was filtered off, the filtrate was evaporated. n-Hexane (300 ml) was added to the residue and the precipitate was filtered off. The filtrate was evaporated and the residual oil was distilled under reduced pressure to give 1-(1-bromohexyl)-4-isobutylbenzene (3.52 g... Starting materials: C(C)O (ethanol), C(C=C)C1=C(C2=CC(=CC=C2C=C1C1=CC=CC=C1)[N+](=O)[O-])O (2-Allyl-3-phenyl-7-nitro-1-naphthol), [H][H] (hydrogen). Reagents/catalysts: [Pd] (palladium on charcoal). The solvent is CC(=O)C (acetone). Yields the product C(CC)C1=C(C2=CC(=CC=C2C=C1C1=CC=CC=C1)N)O (2-Propyl-3-phenyl-7-amino-1-naphthol). RXN SMILES: [CH2:1]([C:4]1[C:13]([C:14]2[CH:19]=[CH:18][CH:17]=[CH:16][CH:15]=2)=[CH:12][C:11]2[C:6](=[CH:7][C:8]([N+:20]([O-])=O)=[CH:9][CH:10]=2)[C:5]=1[OH:23])[CH:2]=[CH2:3].C(O)C.[H][H]>CC(C)=O.[Pd]>[CH2:1]([C:4]1[C:13]([C:14]2[CH:15]=[CH:16][CH:17]=[CH:18][CH:19]=2)=[CH:12][C:11]2[C:6](=[CH:7][C:8]([NH2:20])=[CH:9][CH:10]=2)[C:5]=1[OH:23])[CH2:2][CH3:3]. Reported procedure: 14 g of 2-Allyl-3-phenyl-7-nitro-1-naphthol prepared in step (4) were dissolved in 200 ml of acetone. 300 ml of ethanol and one pinchful of a 10% palladium on charcoal catalyst were added. The resulting mixture was hydrogenated at room pressure and temperature until the theoretical amount of hydrogen was absorbed. The catalyst was then removed by filtration and the residual solution was evaporated to dryness under reduced pressure. The resulting crystals were washed with petroleum ether, filtere... Starting materials: C(C1=CC=CC=C1)N1C(N([C@@H](C1)C(=O)OC(C)(C)C)C([C@H](C)N[C@@H](CC1=CC=CC=C1)C(=O)OCC1=CC=CC=C1)=O)=O (tert.-butyl (4S)-1-benzyl-3-{(2S)-2-[N-((1S)-1-benzyloxycarbonyl-2-phenylethyl)amino]propionyl}-2-oxo-imidazolidine-4-carboxylate), Cl.O1CCOCC1 (hydrogen chloride dioxane). Product: C(C1=CC=CC=C1)N1C(N([C@@H](C1)C(=O)O)C([C@H](C)N[C@@H](CC1=CC=CC=C1)C(=O)OCC1=CC=CC=C1)=O)=O ((4S)-1-benzyl-3-{(2S)-2-[N-((1S)-1-benzyloxycarbonyl-2-phenylethyl)amino]propionyl}-2-oxo-imidazolidine-4-carboxylic acid). The yield is 86.6%. RXN SMILES: [CH2:1]([N:8]1[CH2:12][C@@H:11]([C:13]([O:15]C(C)(C)C)=[O:14])[N:10]([C:20](=[O:42])[C@@H:21]([NH:23][C@H:24]([C:32]([O:34][CH2:35][C:36]2[CH:41]=[CH:40][CH:39]=[CH:38][CH:37]=2)=[O:33])[CH2:25][C:26]2[CH:31]=[CH:30][CH:29]=[CH:28][CH:27]=2)[CH3:22])[C:9]1=[O:43])[C:2]1[CH:7]=[CH:6][CH:5]=[CH:4][CH:3]=1.Cl.O1CCOCC1>>[CH2:1]([N:8]1[CH2:12][C@@H:11]([C:13]([OH:15])=[O:14])[N:10]([C:20](=[O:42])[C@@H:21]([NH:23][C@H:24]([C:32]([O:34][CH2:35][C:36]2[CH:37]=[CH:38][CH:39]=[CH:40][CH:41]=2)=[O:33])[CH2:25][C:26]2[CH:27]=[CH:28][CH:29]=[CH:30][CH:31]=2)[CH3:22])[C:9]1=[O:43])[C:2]1[CH:7]=[CH:6][CH:5]=[CH:4][CH:3]=1 |f:1.2|. Procedure: 0.6 g of tert.-butyl (4S)-1-benzyl-3-{(2S)-2-[N-((1S)-1-benzyloxycarbonyl-2-phenylethyl)amino]propionyl}-2-oxo-imidazolidine-4-carboxylate and 20 ml of a 20% hydrogen chloride-dioxane solution are treated in the same manner as described in Example 10-(3), whereby 0.47 g of (4S)-1-benzyl-3-{(2S)-2-[N-((1S)-1-benzyloxycarbonyl-2-phenylethyl)amino]propionyl}-2-oxo-imidazolidine-4-carboxylic acid is obtained as colorless viscous oil. This oil (0.47 g) and 30 mg of palladium black are treated in the ... Reactants: FC(C=1C=C(C(=O)N2CCC3(C(NC(N3C3=C(C=CC=C3)C)=O)=O)CC2)C=C(C1)C(F)(F)F)(F)F (8-(3,5-bis-trifluoromethyl-benzoyl)-1-o-tolyl-1,3,8-triaza-spiro[4.5]decane-2,4-dione), ClCC=1C(=NOC1C)C (4-(chloromethyl)-3,5-dimethylisoxazole). The product is FC(C=1C=C(C(=O)N2CCC3(C(N(C(N3C3=C(C=CC=C3)C)=O)CC=3C(=NOC3C)C)=O)CC2)C=C(C1)C(F)(F)F)(F)F (8-(3,5-Bis-trifluoromethyl-benzoyl)-3-(3,5-dimethyl-isoxazol-4-yl-methyl)-1-o-tolyl-1,3,8-triaza-spiro[4.5]decane-2,4-dione). Reaction SMILES: [F:1][C:2]([F:35])([F:34])[C:3]1[CH:4]=[C:5]([CH:27]=[C:28]([C:30]([F:33])([F:32])[F:31])[CH:29]=1)[C:6]([N:8]1[CH2:26][CH2:25][C:11]2([N:15]([C:16]3[CH:21]=[CH:20][CH:19]=[CH:18][C:17]=3[CH3:22])[C:14](=[O:23])[NH:13][C:12]2=[O:24])[CH2:10][CH2:9]1)=[O:7].Cl[CH2:37][C:38]1[C:39]([CH3:44])=[N:40][O:41][C:42]=1[CH3:43]>>[F:35][C:2]([F:1])([F:34])[C:3]1[CH:4]=[C:5]([CH:27]=[C:28]([C:30]([F:33])([F:32])[F:31])[CH:29]=1)[C:6]([N:8]1[CH2:26][CH2:25][C:11]2([N:15]([C:16]3[CH:21]=[CH:20][CH:19]=[CH:18][C:17]=3[CH3:22])[C:14](=[O:23])[N:13]([CH2:37][C:38]3[C:39]([CH3:44])=[N:40][O:41][C:42]=3[CH3:43])[C:12]2=[O:24])[CH2:10][CH2:9]1)=[O:7]. Reported procedure: The title compound, MS: m/e=609.0 (M+H+), was prepared in accordance with the general method of example 99 from 8-(3,5-bis-trifluoromethyl-benzoyl)-1-o-tolyl-1,3,8-triaza-spiro[4.5]decane-2,4-dione and 4-(chloromethyl)-3,5-dimethylisoxazole. The reactants are BrCc1ccccc1, [H-], [Na+], CN(C)C=O, CC1(C)OC(=O)c2c(O)cccc2O1. The product is CC1(C)OC(=O)c2c(OCc3ccccc3)cccc2O1. RXN SMILES: [Br:15][CH2:16][c:17]1[cH:18][cH:19][cH:20][cH:21][cH:22]1.[H-:23].[Na+:24].[O:25]=[CH:26][N:27]([CH3:28])[CH3:29].[OH:1][c:2]1[cH:3][cH:4][cH:5][c:6]2[c:7]1[C:8](=[O:14])[O:9][C:10]([CH3:12])([CH3:13])[O:11]2>>[O:1]([c:2]1[cH:3][cH:4][cH:5][c:6]2[c:7]1[C:8](=[O:14])[O:9][C:10]([CH3:12])([CH3:13])[O:11]2)[CH2:16][c:17]1[cH:18][cH:19][cH:20][cH:21][cH:22]1. The reactants are C1CCNC1, Cc1ccccc1, CC(C)(C)[O-], Brc1ccc(I)cc1, [Na+], O=C(C=Cc1ccccc1)C=Cc1ccccc1, O=C(C=Cc1ccccc1)C=Cc1ccccc1, O=C(C=Cc1ccccc1)C=Cc1ccccc1, [Pd], [Pd], c1ccc(P(c2ccccc2)c2ccc3ccccc3c2-c2c(P(c3ccccc3)c3ccccc3)ccc3ccccc23)cc1. The product is Brc1ccc(N2CCCC2)cc1. Reaction SMILES: [CH2:61]1[CH2:62][CH2:63][NH:64][CH2:65]1.[CH3:122][c:123]1[cH:124][cH:125][cH:126][cH:127][cH:128]1.[CH3:47][C:48]([CH3:49])([O-:50])[CH3:51].[I:53][c:54]1[cH:55][cH:56][c:57]([Br:60])[cH:58][cH:59]1.[Na+:52].[O:104]=[C:105]([CH:106]=[CH:107][c:108]1[cH:109][cH:110][cH:111][cH:112][cH:113]1)[CH:114]=[CH:115][c:116]1[cH:117][cH:118][cH:119][cH:120][cH:121]1.[O:68]=[C:69]([CH:70]=[CH:71][c:72]1[cH:73][cH:74][cH:75][cH:76][cH:77]1)[CH:78]=[CH:79][c:80]1[cH:81][cH:82][cH:83][cH:84][cH:85]1.[O:86]=[C:87]([CH:88]=[CH:89][c:90]1[cH:91][cH:92][cH:93][cH:94][cH:95]1)[CH:96]=[CH:97][c:98]1[cH:99][cH:100][cH:101][cH:102][cH:103]1.[Pd:66].[Pd:67].[cH:1]1[cH:2][cH:3][c:4]([P:5]([c:6]2[cH:7][cH:8][c:9]3[c:10]([cH:11][cH:12][cH:13][cH:14]3)[c:15]2-[c:16]2[c:17]3[c:18]([cH:19][cH:20][cH:21][cH:22]3)[cH:23][cH:24][c:25]2[P:26]([c:27]2[cH:28][cH:29][cH:30][cH:31][cH:32]2)[c:33]2[cH:34][cH:35][cH:36][cH:37][cH:38]2)[c:39]2[cH:40][cH:41][cH:42][cH:43][cH:44]2)[cH:45][cH:46]1>>[c:54]1([N:64]2[CH2:63][CH2:62][CH2:61][CH2:65]2)[cH:55][cH:56][c:57]([Br:60])[cH:58][cH:59]1. The reactants are O (water), [I-].C1(=CC=CC=C1)C(C1=CC=CC=C1)(C1=CC=CC=C1)[PH3+] (triphenylmethyl phosphonium iodide), [H-].[Na+] (sodium hydride), OC1=CC=2CC[C@H]3[C@@H]4C[C@H](C[C@@]4(C)CC[C@@]3(C2C=C1)C=O)O (3,16α-dihydroxyestra-1,3,5(10)-triene-9 carbaldehyde). Run in CS(=O)C (DMSO). Conditions: time 10 minute. Yields the product C(=C)[C@@]12C=3C=CC(=CC3CC[C@H]1[C@@H]1C[C@H](C[C@@]1(C)CC2)O)O (9α-Vinylestra-1,3,5(10)-triene-3,16α-diol). RXN SMILES: [I-].[C:2]1(C([PH3+])(C2C=CC=CC=2)C2C=CC=CC=2)C=CC=CC=1.[H-].[Na+].[OH:24][C:25]1[CH:42]=[CH:41][C:40]2[C@:39]3([CH:43]=O)[C@H:30]([C@H:31]4[C@@:35]([CH2:37][CH2:38]3)([CH3:36])[CH2:34][C@H:33]([OH:45])[CH2:32]4)[CH2:29][CH2:28][C:27]=2[CH:26]=1.O>CS(C)=O>[CH:43]([C@:39]12[CH2:38][CH2:37][C@@:35]3([CH3:36])[C@@H:31]([CH2:32][C@@H:33]([OH:45])[CH2:34]3)[C@@H:30]1[CH2:29][CH2:28][C:27]1[CH:26]=[C:25]([OH:24])[CH:42]=[CH:41][C:40]2=1)=[CH2:2] |f:0.1,2.3|. Reported procedure: Under inert-gas atmosphere, 3.1 g (7.9 mmol) of triphenylmethyl phosphonium iodide and 0.24 g (8 mmol) of sodium hydride (80% in paraffin oil) in 20 ml of DMSO in an ultrasound bath are brought to reaction at about 55° C. After 10 minutes, 80 mg (0.16 mmol, about 60%) of 3,16α-dihydroxyestra-1,3,5(10)-triene-9 carbaldehyde is added to the solution, and the mixture is allowed to react for 60 more minutes at about 55° C. in an ultrasound bath. After water is added, it is extracted with ethyl aceta...